This data is from the Open Reaction Database (ORD), a public repository of structured organic reaction records. The task is: describe an organic reaction: reactants, conditions, products, and yield Starting materials: Cc1cnc(C(=O)O)c(C)c1Cl, C[O-], Cl, [Na+]. The product is Cc1cnc(C(=O)O)c(C)c1O. Reaction SMILES: [C:1](=[O:2])([OH:3])[c:4]1[n:5][cH:6][c:7]([CH3:12])[c:8]([Cl:11])[c:9]1[CH3:10].[CH3:13][O-:14].[ClH:16].[Na+:15]>>[C:1](=[O:2])([OH:3])[c:4]1[n:5][cH:6][c:7]([CH3:12])[c:8]([OH:14])[c:9]1[CH3:10]. The reactants are C(C1=CC=CC=C1)OC(=O)N1[C@H](C(N(CC1)CCCN1C[C@H](C2(CC2)CC1)O)=O)C ((S)-4-[3-((S)-4-hydroxy-6-aza-spiro[2.5]oct-6-yl)-propyl]-2-methyl-3-oxo-piperazine-1-carboxylic acid benzyl ester). The reagents and catalysts are [Pd] (palladium). Solvent: CO (methanol). Product: O[C@H]1C2(CC2)CCN(C1)CCCN1C([C@@H](NCC1)C)=O ((S)-1-[3-((S)-4-Hydroxy-6-aza-spiro[2.5]oct-6-yl)-propyl]-3-methyl-piperazin-2-one). Isolated yield 99.6%. As a reaction SMILES: C(OC([N:11]1[CH2:16][CH2:15][N:14]([CH2:17][CH2:18][CH2:19][N:20]2[CH2:27][CH2:26][C:23]3([CH2:25][CH2:24]3)[C@H:22]([OH:28])[CH2:21]2)[C:13](=[O:29])[C@@H:12]1[CH3:30])=O)C1C=CC=CC=1>CO.[Pd]>[OH:28][C@@H:22]1[CH2:21][N:20]([CH2:19][CH2:18][CH2:17][N:14]2[CH2:15][CH2:16][NH:11][C@@H:12]([CH3:30])[C:13]2=[O:29])[CH2:27][CH2:26][C:23]21[CH2:24][CH2:25]2. Procedure details: A solution of (S)-4-[3-((S)-4-hydroxy-6-aza-spiro[2.5]oct-6-yl)-propyl]-2-methyl-3-oxo-piperazine-1-carboxylic acid benzyl ester (950 mg, 2.29 mmol) in methanol (25 ml) was stirred for 5 h under a hydrogen atmosphere (1 bar) in the presence of palladium (10% on activated charcoal, 243 mg), then insoluble material was removed by filtration and the filtrate evaporated to produce the title compound (642 mg, 100%). Orange oil, MS (ISP)=282.3 (M+H)+. Reactants: Cc1cc(N)ccc1I, [N-]=C=O, O=C=Nc1cccc(C(F)(F)F)c1, c1ccccc1. Product: Cc1cc(NC(=O)Nc2cccc(C(F)(F)F)c2)ccc1I. Reaction SMILES: [I:1][c:2]1[c:3]([CH3:9])[cH:4][c:5]([NH2:6])[cH:7][cH:8]1.[N-:23]=[C:24]=[O:25].[N:10](=[C:11]=[O:12])[c:13]1[cH:14][c:15]([C:19]([F:20])([F:21])[F:22])[cH:16][cH:17][cH:18]1.[cH:26]1[cH:27][cH:28][cH:29][cH:30][cH:31]1>>[I:1][c:2]1[c:3]([CH3:9])[cH:4][c:5]([NH:6][C:11]([NH:10][c:13]2[cH:14][c:15]([C:19]([F:20])([F:21])[F:22])[cH:16][cH:17][cH:18]2)=[O:12])[cH:7][cH:8]1. Starting materials: BrCCBr, CS(=O)(=O)c1ccc(Br)cc1C(F)(F)F, COC(=O)C(I)=CC1CCCCC1, C[Si](C)(C)Cl, [Cl-], [NH4+], C1CCOC1, [Zn], c1ccc(P(c2ccccc2)c2ccccc2)cc1. Product: COC(=O)C(=CC1CCCCC1)c1ccc(S(C)(=O)=O)c(C(F)(F)F)c1. RXN SMILES: [Br:1][CH2:2][CH2:3][Br:4].[Br:42][c:43]1[cH:44][c:45]([C:53]([F:54])([F:55])[F:56])[c:46]([S:49](=[O:50])(=[O:51])[CH3:52])[cH:47][cH:48]1.[CH3:10][O:11][C:12]([C:13](=[CH:14][CH:15]1[CH2:16][CH2:17][CH2:18][CH2:19][CH2:20]1)[I:21])=[O:22].[CH3:5][Si:6]([Cl:7])([CH3:8])[CH3:9].[Cl-:57].[NH4+:58].[O:59]1[CH2:60][CH2:61][CH2:62][CH2:63]1.[Zn:64].[c:23]1([P:24]([c:25]2[cH:26][cH:27][cH:28][cH:29][cH:30]2)[c:31]2[cH:32][cH:33][cH:34][cH:35][cH:36]2)[cH:37][cH:38][cH:39][cH:40][cH:41]1>>[CH3:10][O:11][C:12]([C:13](=[CH:14][CH:15]1[CH2:16][CH2:17][CH2:18][CH2:19][CH2:20]1)[c:43]1[cH:44][c:45]([C:53]([F:54])([F:55])[F:56])[c:46]([S:49](=[O:50])(=[O:51])[CH3:52])[cH:47][cH:48]1)=[O:22]. Reactants: Cc1n[nH]c(S)n1, OCCCCl, [Na+], [OH-], O. Product: Cc1n[nH]c(SCCCO)n1. RXN SMILES: [CH3:8][c:9]1[n:10][nH:11][c:12]([SH:14])[n:13]1.[Cl:3][CH2:4][CH2:5][CH2:6][OH:7].[Na+:2].[OH-:1].[OH2:15]>>[CH2:4]([CH2:5][CH2:6][OH:7])[S:14][c:12]1[nH:11][n:10][c:9]([CH3:8])[n:13]1. The reactants are C(=O)([O-])[O-].[K+].[K+] (K2CO3), 4-(2-(4-Phenyl)thiazolyl)thio-1-nitrobenzene, SC=1SC=C(N1)C1=CC=CC=C1 (2-mercapto-4-phenylthiazole), FC1=CC=C(C=C1)[N+](=O)[O-] (1-fluoro-4-nitrobenzene). The solvent is CN(C)C=O (DMF), CCOC(=O)C (EtOAc). Reaction conditions: temperature 65 celsius. Yields the product N1=C(C=CC=C1)SC1=CC=C(N)C=C1 (4-(2-Pyridinylthio)aniline). Yield: 145.7%. As a reaction SMILES: [SH:1][C:2]1SC=[C:5]([C:7]2C=CC=[CH:9][CH:8]=2)[N:6]=1.F[C:14]1[CH:19]=[CH:18][C:17]([N+:20]([O-])=O)=[CH:16][CH:15]=1.C([O-])([O-])=O.[K+].[K+]>CN(C=O)C.CCOC(C)=O>[N:6]1[CH:5]=[CH:7][CH:8]=[CH:9][C:2]=1[S:1][C:14]1[CH:19]=[CH:18][C:17]([NH2:20])=[CH:16][CH:15]=1 |f:2.3.4|. Procedure: 4-(2-(4-Phenyl)thiazolyl)thio-1-nitrobenzene: A solution of 2-mercapto-4-phenylthiazole (4.0 g, 20.7 mmoles) in DMF (40 mL) was treated with 1-fluoro-4-nitrobenzene (2.3 mL, 21.7 mmoles) followed by K2CO3 (3.18 g, 23 mmol), and the mixture was heated at approximately 65° C. overnight. The reaction mixture was then diluted with EtOAc (100 mL), sequentially washed with water (100 mL) and a saturated NaCl solution (100 mL), dried (MgSO4) and concentrated under reduced pressure. The solid residue wa... The reactants are CC1=C(C(=O)C(C(=O)OCC)=COCC)C(=C(C(=C1F)F)F)F (ethyl 2-(2-methyl-3,4,5,6-tetrafluorobenzoyl)-3-ethoxyacrylate), Cl.ClCCN (2-chloroethylamine hydrochloride). Solvent: C(C)N(CC)CC (triethylamine). The product is CC1=C(C(=O)C(C(=O)OCC)=CNCCCl)C(=C(C(=C1F)F)F)F (ethyl 2-(2-methyl-3,4,5,6-tetrafluorobenzoyl)-3-(2-chloroethyl)aminoacrylate). Isolated yield 100.4%. As a reaction SMILES: [CH3:1][C:2]1[C:19]([F:20])=[C:18]([F:21])[C:17]([F:22])=[C:16]([F:23])[C:3]=1[C:4]([C:6](=[CH:12]OCC)[C:7]([O:9][CH2:10][CH3:11])=[O:8])=[O:5].Cl.[Cl:25][CH2:26][CH2:27][NH2:28]>C(N(CC)CC)C>[CH3:1][C:2]1[C:19]([F:20])=[C:18]([F:21])[C:17]([F:22])=[C:16]([F:23])[C:3]=1[C:4]([C:6](=[CH:12][NH:28][CH2:27][CH2:26][Cl:25])[C:7]([O:9][CH2:10][CH3:11])=[O:8])=[O:5] |f:1.2|. Procedure: Employing ethyl 2-(2-methyl-3,4,5,6-tetrafluorobenzoyl)-3-ethoxyacrylate (5.0 g), 2-chloroethylamine hydrochloride (1.74 g) and triethylamine (1.97 g), the procedure of Reference Example 21 is repeated to give ethyl 2-(2-methyl-3,4,5,6-tetrafluorobenzoyl)-3-(2-chloroethyl)aminoacrylate (5.52 g), which is then treated with 60% sodium hydride (0.72 g) as in Reference Example 22 to give ethyl 1-(2-chloroethyl)-5-methyl-6,7,8-trifluoro-l,4-dihydro-4-oxoquinoline-3-carboxylate (3.90 g), as colorless ... The solvent is CO (methanol). As a reaction SMILES: C([O:4][CH2:5][C:6]1[O:10][C:9]([C:11]2[CH:12]=[C:13]([N:17]3[CH2:26][C@H:25]4[N:21]([CH2:22][CH2:23][CH2:24]4)[C:20]4[N:27]=[C:28]([NH:31][CH2:32][CH3:33])[N:29]=[CH:30][C:19]=4[C:18]3=[O:34])[CH:14]=[CH:15][CH:16]=2)=[N:8][N:7]=1)(=O)C.[OH-].[Na+].C(OCC)(=O)C>CO>[CH2:32]([NH:31][C:28]1[N:29]=[CH:30][C:19]2[C:18](=[O:34])[N:17]([C:13]3[CH:14]=[CH:15][CH:16]=[C:11]([C:9]4[O:10][C:6]([CH2:5][OH:4])=[N:7][N:8]=4)[CH:12]=3)[CH2:26][C@H:25]3[N:21]([CH2:22][CH2:23][CH2:24]3)[C:20]=2[N:27]=1)[CH3:33] |f:1.2|. Procedure: (S)-5-[3-(5-Acetoxymethyl-1,3,4-oxadiazol-2-yl)phenyl]-9-ethylamino-1,2,3,3a,4,5-hexahydro-5,8,10,10b-tetraazabenzo[e]azulen-6-one (20.0 mg, 0.0432 mmol) obtained in Step 1 was dissolved in methanol (2 mL), and the mixture was stirred at room temperature for 30 minutes after adding a 1 mol/L aqueous sodium hydroxide solution (2 mL). The mixture was diluted by addition of ethyl acetate, and washed with water. The organic layer was dried over anhydrous magnesium sulfate, concentrated under reduced... Reactants: [OH-].[Na+] (sodium hydroxide), C(C)(=O)OCC1=NN=C(O1)C=1C=C(C=CC1)N1C(C2=C(N3CCC[C@H]3C1)N=C(N=C2)NCC)=O ((S)-5-[3-(5-Acetoxymethyl-1,3,4-oxadiazol-2-yl)phenyl]-9-ethylamino-1,2,3,3a,4,5-hexahydro-5,8,10,10b-tetraazabenzo[e]azulen-6-one), C(C)(=O)OCC (ethyl acetate). Yields the product C(C)NC=1N=CC2=C(N3CCC[C@H]3CN(C2=O)C2=CC(=CC=C2)C=2OC(=NN2)CO)N1 ((S)-9-Ethylamino-5-[3-(5-hydroxymethyl-1,3,4-oxadiazol-2-yl)phenyl]-1,2,3,3a,4,5-hexahydro-5,8,10,10b-tetraazabenzo[e]azulen-6-one). Conditions: time 30 minute. Isolated yield 33.0%. Starting materials: C(C1=CN=CC=C1)(=O)NCC(C)NC(C1=CN=CC=C1)=O (1,2-bis(nicotinamido)propane), C(C(C)N)N (1,2-propanediamine), crude product, alcohol, [N+](=O)(O)[O-] (nitric acid), C(C1=CN=CC=C1)(=O)O (nicotinic acid), C(C1=CN=CC=C1)(=O)O (nicotinic acid). Solvent: CO (methanol). Product: [N+](=O)(O)[O-].[N+](=O)(O)[O-].C(C1=CN=CC=C1)(=O)NCC(C)NC(C1=CN=CC=C1)=O (1,2-bis(nicotinamido)propane dinitrate). Reaction SMILES: [C:1]([NH:9][CH2:10][CH:11]([NH:13][C:14](=[O:21])[C:15]1[CH:20]=[CH:19][CH:18]=[N:17][CH:16]=1)[CH3:12])(=[O:8])[C:2]1[CH:7]=[CH:6][CH:5]=[N:4][CH:3]=1.C(O)(=O)C1C=CC=NC=1.C(N)C(N)C.[N+:36]([O-:39])([OH:38])=[O:37]>CO>[N+:36]([O-:39])([OH:38])=[O:37].[N+:36]([O-:39])([OH:38])=[O:37].[C:1]([NH:9][CH2:10][CH:11]([NH:13][C:14](=[O:21])[C:15]1[CH:20]=[CH:19][CH:18]=[N:17][CH:16]=1)[CH3:12])(=[O:8])[C:2]1[CH:7]=[CH:6][CH:5]=[N:4][CH:3]=1 |f:5.6.7|. Reported procedure: According to the present invention, 1,2-bis(nicotinamido)propane can be obtained by suspending nicotinic acid in an inert organic solvent and reacting nicotinic acid with an organic base and a condensing agent, and further with 1,2-propanediamine. The solvent is then removed from the resulting reaction solution to obtain crude 1,2-bis(nicotinamido)propane. The crude product is then reacted with a lower alcohol such as methanol and nitric acid to produce 1,2-bis(nicotinamido)propane dinitrate, an... Reactants: C1=C(C=CC2=CC=CC=C12)C1SCC(S1)CO (2-(β-naphtyl)-4-hydroxymethyl-1,3-dithiolane), OCC1SCSC1 (4-hydroxymethyl-1,3-dithiolane). The product is C1=C(C=CC2=CC=CC=C12)C1SCC(S1)CS (2-(β-naphtyl)-4-mercaptomethyl-1,3-dithiolane). Reaction SMILES: [CH:1]1[C:10]2[C:5](=[CH:6][CH:7]=[CH:8][CH:9]=2)[CH:4]=[CH:3][C:2]=1[CH:11]1[S:15][CH:14]([CH2:16]O)[CH2:13][S:12]1.OCC1CSC[S:21]1>>[CH:1]1[C:10]2[C:5](=[CH:6][CH:7]=[CH:8][CH:9]=2)[CH:4]=[CH:3][C:2]=1[CH:11]1[S:15][CH:14]([CH2:16][SH:21])[CH2:13][S:12]1. Procedure: The same method was followed as in Example 1 except that 2-(β-naphtyl)-4-hydroxymethyl-1,3-dithiolane produced in Example 4 was used in stead of 4-hydroxymethyl-1,3-dithiolane synthesized in Manufacturing Example 1 to obtain 2-(β-naphtyl)-4-mercaptomethyl-1,3-dithiolane represented by the following formula (2-8).